Dataset: the Open Reaction Database (ORD), a public repository of structured organic reaction records. Task: describe an organic reaction: reactants, conditions, products, and yield Starting materials: ClC1=NC=C(C(=O)NC2=CC=C(C=C2)OC(F)(F)F)C=C1C=1C=NC=NC1 (6-Chloro-5-(pyrimidin-5-yl)-N-(4-(trifluoromethoxy)phenyl)nicotinamide), intermediate, C(=O)(C(F)(F)F)O (TFA), CC(C)(C)N(C1CCN(C1)C(F)(F)F)C(=O)[O-] (tert-Butyl[3-(trifluoromethylpyrrolidine-3-yl)]carbamate), CCN(C(C)C)C(C)C (DIPEA). The solvent is CC#N (MeCN), C(Cl)Cl (DCM), CCOC(=O)C (EtOAc), CCOC(=O)C (EtOAc), CC(C)O (iPrOH). Conditions: temperature 140 celsius, time 22 hour. The product is N[C@]1(CN(CC1)C1=NC=C(C(=O)NC2=CC=C(C=C2)OC(F)(F)F)C=C1C=1C=NC=NC1)C(F)(F)F ((R)-6-(3-Amino-3-(trifluoromethyl)pyrrolidin-1-yl)-5-(pyrimidin-5-yl)-N-(4-(trifluoromethoxy)phenyl)nicotinamide). As a reaction SMILES: Cl[C:2]1[C:21]([C:22]2[CH:23]=[N:24][CH:25]=[N:26][CH:27]=2)=[CH:20][C:5]([C:6]([NH:8][C:9]2[CH:14]=[CH:13][C:12]([O:15][C:16]([F:19])([F:18])[F:17])=[CH:11][CH:10]=2)=[O:7])=[CH:4][N:3]=1.CC([N:32](C([O-])=O)[CH:33]1[CH2:37][N:36](C(F)(F)F)[CH2:35][CH2:34]1)(C)C.CCN(C(C)C)C(C)C.C(O)([C:56]([F:59])([F:58])[F:57])=O>CC(O)C.CCOC(C)=O.C(Cl)Cl.CC#N>[NH2:32][C@:33]1([C:56]([F:59])([F:58])[F:57])[CH2:34][CH2:35][N:36]([C:2]2[C:21]([C:22]3[CH:23]=[N:24][CH:25]=[N:26][CH:27]=3)=[CH:20][C:5]([C:6]([NH:8][C:9]3[CH:14]=[CH:13][C:12]([O:15][C:16]([F:19])([F:18])[F:17])=[CH:11][CH:10]=3)=[O:7])=[CH:4][N:3]=2)[CH2:37]1. Procedure: 6-Chloro-5-(pyrimidin-5-yl)-N-(4-(trifluoromethoxy)phenyl)nicotinamide (Stage 223.1, 150 mg, 0.380 mmol) was suspended in iPrOH (0.6 mL). tert-Butyl[3-(trifluoromethylpyrrolidine-3-yl)]carbamate (193 mg, 0.760 mmol) and DIPEA (0.265 mL, 1.520 mmol) were added at RT. The pink/red suspension was stirred at 140° C. for 22 h. The orange reaction solution was diluted with EtOAc (50 mL) then washed with a 2 N citric acid solution (20 mL) and water (3×20 mL). Aq. phases were back-extracted with EtOAc (... Starting materials: ( B ), ClC=1C(=NC(=NC1C)C(Cl)(Cl)Cl)O (5-chloro-4-hydroxy-6-methyl-2-trichloromethylpyrimidine), ClC(C(=O)Cl)(Cl)Cl (trichloroacetyl chloride). Yields the product ClC=1C(=NC(=NC1C)C(Cl)(Cl)Cl)OC(C(Cl)(Cl)Cl)=O (5-chloro-6-methyl-4-trichloroacetoxy-2-trichloromethylpyrimidine). Reaction SMILES: [Cl:1][C:2]1[C:3]([OH:13])=[N:4][C:5]([C:9]([Cl:12])([Cl:11])[Cl:10])=[N:6][C:7]=1[CH3:8].[Cl:14][C:15]([Cl:20])([Cl:19])[C:16](Cl)=[O:17]>>[Cl:1][C:2]1[C:3]([O:13][C:16](=[O:17])[C:15]([Cl:20])([Cl:19])[Cl:14])=[N:4][C:5]([C:9]([Cl:10])([Cl:11])[Cl:12])=[N:6][C:7]=1[CH3:8]. Reported procedure: The carboxylic ester compounds of the present invention may be prepared by reacting trichloroacetamidine with a selected acetoacetate to form the corresponding 4-hydroxy-2-trichloromethylpyrimidine, which is then reacted with a selected carboxylic acid chloride. These general reactions are illustrated below in equations (A) and (B). In equation (A), trichloroacetamidine is reacted with ethyl 2-chloroacetoacetate to form 5-chloro-4-hydroxy-6-methyl-2-trichloromethyl-pyrimidine. In equation (B), t... Reactants: Cl (HCl), C(C)(C)(C)OC(=O)NCCCCCCOC1=CC=C(CNC2=NC(=NC(=N2)OCC(F)(F)F)NC2=CC=C(C(=O)OCC)C=C2)C=C1 (ethyl 4-(4-(4-(6-(tert-butoxycarbonylamino)hexyloxy)benzylamino)-6-(2,2,2-trifluoroethoxy)-1,3,5-triazin-2-ylamino)benzoate), C(=O)([O-])[O-].[K+].[K+] (K2CO3), O (water). Solvent: CC(=O)C (acetone). Conditions: temperature 110 celsius. The product is C(C)(C)(C)OC(=O)NCCCCCCOC1=CC=C(CNC2=NC(=NC(=N2)OCC(F)(F)F)NC2=CC=C(C(=O)O)C=C2)C=C1 (4-(4-(4-(6-(tert-butoxycarbonylamino)hexyloxy)benzylamino)-6-(2,2,2-trifluoroethoxy)-1,3,5-triazin-2-ylamino)benzoic acid). Isolated yield 75.2%. RXN SMILES: [C:1]([O:5][C:6]([NH:8][CH2:9][CH2:10][CH2:11][CH2:12][CH2:13][CH2:14][O:15][C:16]1[CH:47]=[CH:46][C:19]([CH2:20][NH:21][C:22]2[N:27]=[C:26]([O:28][CH2:29][C:30]([F:33])([F:32])[F:31])[N:25]=[C:24]([NH:34][C:35]3[CH:45]=[CH:44][C:38]([C:39]([O:41]CC)=[O:40])=[CH:37][CH:36]=3)[N:23]=2)=[CH:18][CH:17]=1)=[O:7])([CH3:4])([CH3:3])[CH3:2].C([O-])([O-])=O.[K+].[K+].O.Cl>CC(C)=O>[C:1]([O:5][C:6]([NH:8][CH2:9][CH2:10][CH2:11][CH2:12][CH2:13][CH2:14][O:15][C:16]1[CH:47]=[CH:46][C:19]([CH2:20][NH:21][C:22]2[N:27]=[C:26]([O:28][CH2:29][C:30]([F:33])([F:32])[F:31])[N:25]=[C:24]([NH:34][C:35]3[CH:45]=[CH:44][C:38]([C:39]([OH:41])=[O:40])=[CH:37][CH:36]=3)[N:23]=2)=[CH:18][CH:17]=1)=[O:7])([CH3:4])([CH3:2])[CH3:3] |f:1.2.3|. Procedure: A mixture of ethyl 4-(4-(4-(6-(tert-butoxycarbonylamino)hexyloxy)benzylamino)-6-(2,2,2-trifluoroethoxy)-1,3,5-triazin-2-ylamino)benzoate (1.0 g) and K2CO3 (1.25 g) in acetone (12 mL)/water (12 mL) was heated at 110° C. for 24 hours. After cooling to room temperature, the mixture was acidified with 1N HCl to pH=3. The white precipitate was collected, washed with water (20 mL) and dried under vacuum to give 4-(4-(4-(6-(tert-butoxycarbonylamino)hexyloxy)benzylamino)-6-(2,2,2-trifluoroethoxy)-1,3,5-... Procedure: (±)-Cis-2-[4-[acetyl-(4-chloro-phenyl)-amino]-1-(4-dimethylamino-benzoyl)-2-methyl-1,2,3,4-tetrahydro-quinolin-7-yloxy]-acetamide was prepared from (±)-cis-[4-[acetyl-(4-chloro-phenyl)-amino]-1-(4-dimethylamino-benzoyl)-2-methyl-1,2,3,4-tetrahydro-quinolin-7-yloxy]-acetic acid ethyl ester, via the same amidation procedure used in the synthesis of (±)-cis-N-[6-carbamoylmethoxy-1-(4-fluoro-benzoyl)-2-methyl-1,2,3,4-tetrahydro-quinolin-4-yl]-N-(4-chloro-phenyl)-propionamide. RXN SMILES: C([O:3][C:4](=O)[CH2:5][O:6][C:7]1[CH:16]=[C:15]2[C:10]([C@H:11]([N:29]([C:37](=[O:39])[CH3:38])[C:30]3[CH:35]=[CH:34][C:33]([Cl:36])=[CH:32][CH:31]=3)[CH2:12][C@H:13]([CH3:28])[N:14]2[C:17](=[O:27])[C:18]2[CH:23]=[CH:22][C:21]([N:24]([CH3:26])[CH3:25])=[CH:20][CH:19]=2)=[CH:9][CH:8]=1)C.C(COC1C=C2C(=CC=1)N(C(=O)C1C=CC(F)=CC=1)[C@@H](C)C[C@H]2N(C1C=CC(Cl)=CC=1)C(=O)CC)(=O)[NH2:42]>>[C:37]([N:29]([C:30]1[CH:31]=[CH:32][C:33]([Cl:36])=[CH:34][CH:35]=1)[C@H:11]1[C:10]2[C:15](=[CH:16][C:7]([O:6][CH2:5][C:4]([NH2:42])=[O:3])=[CH:8][CH:9]=2)[N:14]([C:17](=[O:27])[C:18]2[CH:23]=[CH:22][C:21]([N:24]([CH3:25])[CH3:26])=[CH:20][CH:19]=2)[C@@H:13]([CH3:28])[CH2:12]1)(=[O:39])[CH3:38]. Product: C(C)(=O)N([C@@H]1C[C@@H](N(C2=CC(=CC=C12)OCC(=O)N)C(C1=CC=C(C=C1)N(C)C)=O)C)C1=CC=C(C=C1)Cl ((±)-Cis-2-[4-[acetyl-(4-chloro-phenyl)-amino]-1-(4-dimethylamino-benzoyl)-2-methyl-1,2,3,4-tetrahydro-quinolin-7-yloxy]-acetamide). Starting materials: C(C)OC(COC1=CC=C2[C@@H](C[C@@H](N(C2=C1)C(C1=CC=C(C=C1)N(C)C)=O)C)N(C1=CC=C(C=C1)Cl)C(C)=O)=O ((±)-cis-[4-[acetyl-(4-chloro-phenyl)-amino]-1-(4-dimethylamino-benzoyl)-2-methyl-1,2,3,4-tetrahydro-quinolin-7-yloxy]-acetic acid ethyl ester), C(N)(=O)COC=1C=C2[C@@H](C[C@@H](N(C2=CC1)C(C1=CC=C(C=C1)F)=O)C)N(C(CC)=O)C1=CC=C(C=C1)Cl ((±)-cis-N-[6-carbamoylmethoxy-1-(4-fluoro-benzoyl)-2-methyl-1,2,3,4-tetrahydro-quinolin-4-yl]-N-(4-chloro-phenyl)-propionamide). Starting materials: CCOC(=O)C=CC=C(c1cccc(OC)c1)c1cccc(OC)c1, [Na+], [OH-]. Yields the product COc1cccc(C(=CC=CC(=O)O)c2cccc(OC)c2)c1. Reaction SMILES: [CH2:1]([CH3:2])[O:3][C:4]([CH:5]=[CH:6][CH:7]=[C:8]([c:9]1[cH:10][c:11]([O:15][CH3:16])[cH:12][cH:13][cH:14]1)[c:17]1[cH:18][c:19]([O:23][CH3:24])[cH:20][cH:21][cH:22]1)=[O:25].[Na+:27].[OH-:26]>>[O:3]=[C:4]([CH:5]=[CH:6][CH:7]=[C:8]([c:9]1[cH:10][c:11]([O:15][CH3:16])[cH:12][cH:13][cH:14]1)[c:17]1[cH:18][c:19]([O:23][CH3:24])[cH:20][cH:21][cH:22]1)[OH:25]. The reactants are ClC=1C=C(C=CC1)C1(C=2N(CC(N1)=O)N=CC2)C (rac-4-(3-chloro-phenyl)-4-methyl-4,5-dihydro-pyrazolo[1,5-a]pyrazin-6-one), N1=CN=CC(=C1)B(O)O (pyrimidine-5-boronic acid), C1(CCCCC1)P(C1=C(C=CC=C1)C1=C(C=CC=C1OC)OC)C1CCCCC1 (2-dicyclohexylphosphino-2′,6′-dimethoxybiphenyl), P(=O)([O-])([O-])[O-].[K+].[K+].[K+] (potassium phosphate). Reagents/catalysts: C(C)(=O)[O-].[Pd+2].C(C)(=O)[O-] (Palladium(II) acetate). The solvent is C1(=CC=CC=C1)C (toluene), CCO (EtOH). Conditions: temperature 150 celsius, time 30 minute. Yields the product CC1(C=2N(CC(N1)=O)N=CC2)C2=CC(=CC=C2)C=2C=NC=NC2 (rac-4-methyl-4-(3-pyrimidin-5-yl-phenyl)-4,5-dihydro-pyrazolo[1,5-a]pyrazin-6-one). Isolated yield 59.0%. RXN SMILES: Cl[C:2]1[CH:3]=[C:4]([C:8]2([CH3:18])[NH:13][C:12](=[O:14])[CH2:11][N:10]3[N:15]=[CH:16][CH:17]=[C:9]23)[CH:5]=[CH:6][CH:7]=1.[N:19]1[CH:24]=[C:23](B(O)O)[CH:22]=[N:21][CH:20]=1.C1(P(C2CCCCC2)C2C=CC=CC=2C2C(OC)=CC=CC=2OC)CCCCC1.P([O-])([O-])([O-])=O.[K+].[K+].[K+]>C1(C)C=CC=CC=1.CCO.C([O-])(=O)C.[Pd+2].C([O-])(=O)C>[CH3:18][C:8]1([C:4]2[CH:5]=[CH:6][CH:7]=[C:2]([C:23]3[CH:24]=[N:19][CH:20]=[N:21][CH:22]=3)[CH:3]=2)[NH:13][C:12](=[O:14])[CH2:11][N:10]2[N:15]=[CH:16][CH:17]=[C:9]12 |f:3.4.5.6,9.10.11|. Procedure details: Palladium(II) acetate (0.017 g, 0.075 mmol) was added to a stirred suspension of rac-4-(3-chloro-phenyl)-4-methyl-4,5-dihydro-pyrazolo[1,5-a]pyrazin-6-one (0.13 g, 0.50 mmol), pyrimidine-5-boronic acid (0.19 g, 1.49 mmol), 2-dicyclohexylphosphino-2′,6′-dimethoxybiphenyl (0.061 g, 0.149 mmol) and potassium phosphate (0.21 g, 0.99 mmol) in toluene (5 mL) and EtOH (0.5 mL) at room temperature and under nitrogen. The mixture was stirred at 150° C. for 30 minutes under microwave irradiation. Then the... The reactants are [BH3-]C#N, CC#N, CC(=O)O, COc1ccc(C2=C(CC(C)NC(C)C)C(=O)NCCC2)cc1, CC=O, Cl, [Na+]. Yields the product CCN(C(C)C)C(C)CC1=C(c2ccc(OC)cc2)CCCNC1=O. Reaction SMILES: [C:27]([BH3-:28])#[N:29].[CH3:32][C:33]#[N:34].[CH3:35][C:36](=[O:37])[OH:38].[CH:1]([CH3:2])([CH3:3])[NH:4][CH:5]([CH2:6][C:7]1=[C:13]([c:14]2[cH:15][cH:16][c:17]([O:20][CH3:21])[cH:18][cH:19]2)[CH2:12][CH2:11][CH2:10][NH:9][C:8]1=[O:22])[CH3:23].[CH:24]([CH3:25])=[O:26].[ClH:31].[Na+:30]>>[CH:1]([CH3:2])([CH3:3])[N:4]([CH:5]([CH2:6][C:7]1=[C:13]([c:14]2[cH:15][cH:16][c:17]([O:20][CH3:21])[cH:18][cH:19]2)[CH2:12][CH2:11][CH2:10][NH:9][C:8]1=[O:22])[CH3:23])[CH2:24][CH3:25].